From a dataset of the Open Reaction Database (ORD), a public repository of structured organic reaction records. describe an organic reaction: reactants, conditions, products, and yield The reactants are [OH-].[Na+] (sodium hydroxide), CC=1N=C(SC1C(=O)OCC)C=1C=NC=CC1 (ethyl 4-methyl-2-(3-pyridyl)-5-thiazolecarboxylate), Cl (hydrochloric acid), C(C)(=O)O (acetic acid), ice. Solvent: O (water), C(C)O (ethanol). Conditions: time 1 hour. The product is CC=1N=C(SC1C(=O)O)C=1C=NC=CC1 (4-Methyl-2-(3-Pyridyl)-5-Thiazolecarboxylic Acid). Isolated yield 96.0%. Reaction SMILES: [OH-].[Na+].[CH3:3][C:4]1[N:5]=[C:6]([C:14]2[CH:15]=[N:16][CH:17]=[CH:18][CH:19]=2)[S:7][C:8]=1[C:9]([O:11]CC)=[O:10].Cl.C(O)(=O)C>O.C(O)C>[CH3:3][C:4]1[N:5]=[C:6]([C:14]2[CH:15]=[N:16][CH:17]=[CH:18][CH:19]=2)[S:7][C:8]=1[C:9]([OH:11])=[O:10] |f:0.1|. Reported procedure: A solution of sodium hydroxide (22 g. 0.55 mole) in water (300 ml.) was mixed with a solution of ethyl 4-methyl-2-(3-pyridyl)-5-thiazolecarboxylate (124 g., 0.50 mole) in 95% ethanol (150 ml.). The mixture was heated and stirred for about ten minutes on a steam bath, and then allowed to stand for one hour without further heating. When the ice-cooled reaction mixture was neutralized with dilute hydrochloric acid and acidified with acetic acid, a thick precipitate of finely divided white solid was...